This data is from the Open Reaction Database (ORD), a public repository of structured organic reaction records. The task is: describe an organic reaction: reactants, conditions, products, and yield Yields the product BrC=1C=C(C#N)C=CC1N(C)C (3-bromo-4-dimethylaminobenzonitrile). The yield is 94.9%. Conditions: time 8 hour. Starting materials: CN(C1=CC=C(C#N)C=C1)C (4-dimethylaminobenzonitrile), BrN1C(CCC1=O)=O (N-bromosuccinimide). Reaction SMILES: [CH3:1][N:2]([CH3:11])[C:3]1[CH:10]=[CH:9][C:6]([C:7]#[N:8])=[CH:5][CH:4]=1.[Br:12]N1C(=O)CCC1=O>ClCCl>[Br:12][C:4]1[CH:5]=[C:6]([CH:9]=[CH:10][C:3]=1[N:2]([CH3:11])[CH3:1])[C:7]#[N:8]. Run in ClCCl (dichloromethane). Procedure: A mixture of 4-dimethylaminobenzonitrile (2.92 g, 20 mmol) and N-bromosuccinimide (3.56 g, 20 mmol) in dichloromethane (50 mL) was stirred at room temperature overnight. The solution was washed with water (20 mL), dried over magnesium sulfate and concentrated to afford 3-bromo-4-dimethylaminobenzonitrile as a white solid (4.27 g). Starting materials: FC=1C(=C(C=CC1)/C=C/C(=O)OC)N=P(C1=CC=CC=C1)(C1=CC=CC=C1)C1=CC=CC=C1 (Methyl (2E)-3-{3-fluoro-2-[(triphenylphosphoranylidene)amino]phenyl}propenoate), N(=C=O)C1=C(C=CC(=C1)C(F)(F)F)OC (2-isocyanato-1-methoxy-4-(trifluoromethyl)benzene), CC=1C=CC=2C=C3N(C2C1)CCNC3 (7-Methyl-1,2,3,4-tetrahydropyrazino[1,2-a]indole). Yields the product FC=1C=CC=C2C(N(C(=NC12)N1CC=2N(C=3C=C(C=CC3C2)C)CC1)C1=C(C=CC(=C1)C(F)(F)F)OC)CC(=O)OC (Methyl [8-fluoro-3-(2-methoxy-5-trifluoromethylphenyl)-2-(7-methyl-3,4-dihydro-1H-pyrazino[1,2-a]indol-2-yl)-3,4-dihydroquinazolin-4-yl)acetate). RXN SMILES: [F:1][C:2]1[C:3]([N:14]=P(C2C=CC=CC=2)(C2C=CC=CC=2)C2C=CC=CC=2)=[C:4](/[CH:8]=[CH:9]/[C:10]([O:12][CH3:13])=[O:11])[CH:5]=[CH:6][CH:7]=1.[N:34]([C:37]1[CH:42]=[C:41]([C:43]([F:46])([F:45])[F:44])[CH:40]=[CH:39][C:38]=1[O:47][CH3:48])=[C:35]=O.[CH3:49][C:50]1[CH:51]=[CH:52][C:53]2[CH:54]=[C:55]3[CH2:62][NH:61][CH2:60][CH2:59][N:56]3[C:57]=2[CH:58]=1>>[F:1][C:2]1[CH:7]=[CH:6][CH:5]=[C:4]2[C:3]=1[N:14]=[C:35]([N:61]1[CH2:60][CH2:59][N:56]3[C:57]4[CH:58]=[C:50]([CH3:49])[CH:51]=[CH:52][C:53]=4[CH:54]=[C:55]3[CH2:62]1)[N:34]([C:37]1[CH:42]=[C:41]([C:43]([F:46])([F:45])[F:44])[CH:40]=[CH:39][C:38]=1[O:47][CH3:48])[CH:8]2[CH2:9][C:10]([O:12][CH3:13])=[O:11]. Procedure: Starting with 244 mg (0.5 mmol) of the iminophosphorane from Example 12A, 105 mg of 2-isocyanato-1-methoxy-4-(trifluoromethyl)benzene and 100 mg (0.5 mmol) of 9-methyl-1,2,3,4-tetrahydropyrazino[1,2-a]indole from Example 33A, the general procedure [M] gives 1 mg (1% of theory) of product. Reactants: Cl (HCl), NC1=CC=C(C=C2C(NC3=NC=CC=C23)=O)C=C1 (3-(4-aminobenzylidene)-7-azaoxindole), [O-]C#N.[Na+] (sodium cyanate). The solvent is ice water. Run at time 4 hour. Yields the product N(C(=O)N)C1=CC=C(C=C1)C=C1C(NC2=NC=CC=C12)=O (3-[(4-ureidophenyl)methylene]-7-azaoxindole). RXN SMILES: [NH2:1][C:2]1[CH:18]=[CH:17][C:5]([CH:6]=[C:7]2[C:15]3[C:10](=[N:11][CH:12]=[CH:13][CH:14]=3)[NH:9][C:8]2=[O:16])=[CH:4][CH:3]=1.Cl.[O-:20][C:21]#[N:22].[Na+]>>[NH:1]([C:2]1[CH:3]=[CH:4][C:5]([CH:6]=[C:7]2[C:15]3[C:10](=[N:11][CH:12]=[CH:13][CH:14]=3)[NH:9][C:8]2=[O:16])=[CH:17][CH:18]=1)[C:21]([NH2:22])=[O:20] |f:2.3|. Procedure details: A mixture of 3-(4-aminobenzylidene)-7-azaoxindole (2.373 g, 10 mmol) in ice water (20 ml) are added 5N HCl (2 ml, 10 mmol under stirring. Then the mixture was heated to 70°-80° C., sodium cyanate (0.715 g, 11 mmol) was added portionwise and the stirring was continued for further 4 h at this temperature. Starting materials: C(C)(=O)OCC (ethyl acetate), CCN(C(C)C)C(C)C (DIPEA), CN1CCNCC1 (N-methylpiperazine), CC1=CC=C(C(=O)NC2=C(C=CC=3C(C4=CC=CC=C4C(C23)=O)=O)NC(CCl)=O)C=C1 (1-(4-methylbenzamido)-2-(chloroacetamido)-anthraquinone). Solvent: O1CCCC1 (tetrahydrofuran), CCCCCC (n-hexane), CCO (EtOH). Conditions: time 7.5 minute. Yields the product CC1=CC=C(C(=O)NC2=C(C=CC=3C(C4=CC=CC=C4C(C23)=O)=O)NC(CN2CCN(CC2)C)=O)C=C1 (1-(4-methylbenzamido)-2-[2-(4-methylpiperazino)acetylamino]-anthraquinone). The yield is 55.0%. RXN SMILES: [CH3:1][C:2]1[CH:31]=[CH:30][C:5]([C:6]([NH:8][C:9]2[C:22]3[C:21](=[O:23])[C:20]4[C:15](=[CH:16][CH:17]=[CH:18][CH:19]=4)[C:14](=[O:24])[C:13]=3[CH:12]=[CH:11][C:10]=2[NH:25][C:26](=[O:29])[CH2:27]Cl)=[O:7])=[CH:4][CH:3]=1.CCN(C(C)C)C(C)C.[CH3:41][N:42]1[CH2:47][CH2:46][NH:45][CH2:44][CH2:43]1.C(OCC)(=O)C>O1CCCC1.CCO.CCCCCC>[CH3:1][C:2]1[CH:31]=[CH:30][C:5]([C:6]([NH:8][C:9]2[C:22]3[C:21](=[O:23])[C:20]4[C:15](=[CH:16][CH:17]=[CH:18][CH:19]=4)[C:14](=[O:24])[C:13]=3[CH:12]=[CH:11][C:10]=2[NH:25][C:26](=[O:29])[CH2:27][N:45]2[CH2:46][CH2:47][N:42]([CH3:41])[CH2:43][CH2:44]2)=[O:7])=[CH:4][CH:3]=1. Reported procedure: Compound CC-12 (0.86 g, 2 mmole) was dissolved in anhydrous tetrahydrofuran (30 ml), and to the solution was added successively with DIPEA (1 ml, 6 mmole) and N-methylpiperazine (0.88 ml, 8 mmole) under stirring for 5 to 10 minutes. This mixture was heated under reflux for 16 hours. After the completion of the reaction, the mixture was filtered, and the filtrate was concentrated by reduced pressure concentrator (such as Vacuum Evaporator). The residue was extracted with ethyl acetate for several... Starting materials: ClC=1C=C2CCC(C2=CC1S(=O)(=O)Cl)=O (5-chloro-6-chlorosulfonyl-1-indanone), N (ammonia). Run in liquid. Product: ClC=1C=C2CCC(C2=CC1S(N)(=O)=O)=O (5-Chloro-6-sulfamoyl-1-indanone). As a reaction SMILES: [Cl:1][C:2]1[CH:3]=[C:4]2[C:8](=[CH:9][C:10]=1[S:11](Cl)(=[O:13])=[O:12])[C:7](=[O:15])[CH2:6][CH2:5]2.[NH3:16]>>[Cl:1][C:2]1[CH:3]=[C:4]2[C:8](=[CH:9][C:10]=1[S:11](=[O:13])(=[O:12])[NH2:16])[C:7](=[O:15])[CH2:6][CH2:5]2. Reported procedure: 99.6 Grams of 5-chloro-6-chlorosulfonyl-1-indanone are introduced portionwise into 700 ml of liquid ammonia. The solvent is allowed to evaporate and the residue is dissolved in water, is heated within a short time on the water-bath and is filtered after the addition of active charcoal. The solution is acidified with hydrochloric acid to a pH of 2, the precipitate is filtered off with suction and is washed with water. The melting point of 5-chloro-6-sulfamoyl-1-indanone is in the range of from 20...